Dataset: the Open Reaction Database (ORD), a public repository of structured organic reaction records. Task: describe an organic reaction: reactants, conditions, products, and yield Reactants: CO, Cc1ccc(S(=O)(=O)n2ccc3c(-c4c(-c5ccc(F)cc5)nc5ccc(N6CCC7(CCCN(C(=O)OC(C)(C)C)C7)CC6)nn45)ccnc32)cc1, [Na+], C1CCOC1, [OH-]. Product: CC(C)(C)OC(=O)N1CCCC2(CCN(c3ccc4nc(-c5ccc(F)cc5)c(-c5ccnc6[nH]ccc56)n4n3)CC2)C1. Reaction SMILES: [CH3:56][OH:57].[F:1][c:2]1[cH:3][cH:4][c:5](-[c:8]2[n:9][c:10]3[n:11]([n:12][c:13]([N:16]4[CH2:17][CH2:18][C:19]5([CH2:20][CH2:21][CH2:22][N:23]([C:25](=[O:26])[O:27][C:28]([CH3:29])([CH3:30])[CH3:31])[CH2:24]5)[CH2:32][CH2:33]4)[cH:14][cH:15]3)[c:34]2-[c:35]2[c:36]3[c:37]([n:38][cH:39][cH:40]2)[n:41]([S:44]([c:45]2[cH:46][cH:47][c:48]([CH3:49])[cH:50][cH:51]2)(=[O:52])=[O:53])[cH:42][cH:43]3)[cH:6][cH:7]1.[Na+:55].[O:58]1[CH2:59][CH2:60][CH2:61][CH2:62]1.[OH-:54]>>[F:1][c:2]1[cH:3][cH:4][c:5](-[c:8]2[n:9][c:10]3[n:11]([n:12][c:13]([N:16]4[CH2:17][CH2:18][C:19]5([CH2:20][CH2:21][CH2:22][N:23]([C:25](=[O:26])[O:27][C:28]([CH3:29])([CH3:30])[CH3:31])[CH2:24]5)[CH2:32][CH2:33]4)[cH:14][cH:15]3)[c:34]2-[c:35]2[c:36]3[c:37]([n:38][cH:39][cH:40]2)[nH:41][cH:42][cH:43]3)[cH:6][cH:7]1. The reactants are ClCc1cscn1, CC(COc1cccc2ncnc(Nc3ccc(O)c(Cl)c3)c12)N(C)C(=O)CO. Yields the product CC(COc1cccc2ncnc(Nc3ccc(OCc4cscn4)c(Cl)c3)c12)N(C)C(=O)CO. Reaction SMILES: [Cl:1][CH2:2][c:3]1[n:4][cH:5][s:6][cH:7]1.[Cl:8][c:9]1[cH:10][c:11]([NH:16][c:17]2[n:18][cH:19][n:20][c:21]3[cH:22][cH:23][cH:24][c:25]([O:27][CH2:28][CH:29]([CH3:30])[N:31]([C:32]([CH2:33][OH:34])=[O:35])[CH3:36])[c:26]23)[cH:12][cH:13][c:14]1[OH:15]>>[CH2:2]([c:3]1[n:4][cH:5][s:6][cH:7]1)[O:15][c:14]1[c:9]([Cl:8])[cH:10][c:11]([NH:16][c:17]2[n:18][cH:19][n:20][c:21]3[cH:22][cH:23][cH:24][c:25]([O:27][CH2:28][CH:29]([CH3:30])[N:31]([C:32]([CH2:33][OH:34])=[O:35])[CH3:36])[c:26]23)[cH:12][cH:13]1. The reactants are O1C(=CC=C1)P(C=1OC=CC1)C=1OC=CC1 (tri(2-furyl)phosphine), C(CCC)[Sn](C=1SC=CC1)(CCCC)CCCC (2-tributylstannylthiophene), ( O ), ClC=1C=CC2=C(NC(C(=C(C2=O)I)OC)=O)C1 (8-chloro-4-iodo-3-methoxy-2,5-dioxo-2,5-dihydro-1H- benz[b]azepine). The solvent is C1(=CC=CC=C1)C (toluene). Run at time 10 minute. Product: ClC=1C=CC2=C(NC(C(=C(C2=O)C=2SC=CC2)OC)=O)C1 (8-Chloro-3-methoxy-4-(2-thienyl)-1H-benzo(b)azepine-2,5-dione). Reaction SMILES: O1C=CC=C1P(C1OC=CC=1)C1OC=CC=1.[Cl:17][C:18]1[CH:19]=[CH:20][C:21]2[C:27](=[O:28])[C:26](I)=[C:25]([O:30][CH3:31])[C:24](=[O:32])[NH:23][C:22]=2[CH:33]=1.C([Sn](CCCC)(CCCC)[C:39]1[S:40][CH:41]=[CH:42][CH:43]=1)CCC>C1(C)C=CC=CC=1>[Cl:17][C:18]1[CH:19]=[CH:20][C:21]2[C:27](=[O:28])[C:26]([C:39]3[S:40][CH:41]=[CH:42][CH:43]=3)=[C:25]([O:30][CH3:31])[C:24](=[O:32])[NH:23][C:22]=2[CH:33]=1. Procedure details: A solution of tri(2-furyl)phosphine (0.036 g) and tris(dibenzylideneacetonedipalladium (O) (0.26 g) in toluene (50 mL) was allowed to stir for 10 minutes. To this solution was added 8-chloro-4-iodo-3-methoxy-2,5-dioxo-2,5-dihydro-1H- benz[b]azepine (1.0 g), followed by 2-tributylstannylthiophene (1.24 g). The reaction was heated to reflux for 1.5 hours, was allowed to cool, and the toluene was evaporated. The residue was triturated with hot hexanes (75 mL). The title compound was afforded upon f... Reactants: ClC1=C(C=CC(=C1)Cl)C=1C(=NC=C(N1)Br)[N+](=O)[O-] (3-(2,4-dichlorophenyl)-5-bromo-2-nitropyrazine), NCCNC1=NC(=C(C=C1)[N+](=O)[O-])N ((2-aminoethyl)(6-amino-5-nitro(2-pyridyl))amine), C(C)(C)N(CC)C(C)C (diisopropylethyl amine). The solvent is CN(C)C=O (DMF). Conditions: temperature 80 celsius, time 12 hour. Yields the product NC=1C=C(C=CC1[N+](=O)[O-])NCCNC1=NC(=C(N=C1)[N+](=O)[O-])C1=C(C=C(C=C1)Cl)Cl ({2-[(3-amino-4-nitrophenyl)amino]ethyl}[6-(2,4-dichlorophenyl)-5-nitropyrazin-2-yl]amine). RXN SMILES: [Cl:1][C:2]1[CH:7]=[C:6]([Cl:8])[CH:5]=[CH:4][C:3]=1[C:9]1[C:10]([N+:16]([O-:18])=[O:17])=[N:11][CH:12]=[C:13](Br)[N:14]=1.[NH2:19][CH2:20][CH2:21][NH:22][C:23]1[CH:28]=[CH:27][C:26]([N+:29]([O-:31])=[O:30])=[C:25]([NH2:32])N=1.[CH:33](N(C(C)C)CC)(C)C>CN(C=O)C>[NH2:32][C:25]1[CH:33]=[C:23]([NH:22][CH2:21][CH2:20][NH:19][C:13]2[CH:12]=[N:11][C:10]([N+:16]([O-:18])=[O:17])=[C:9]([C:3]3[CH:4]=[CH:5][C:6]([Cl:8])=[CH:7][C:2]=3[Cl:1])[N:14]=2)[CH:28]=[CH:27][C:26]=1[N+:29]([O-:31])=[O:30]. Reported procedure: To a solution of 3-(2,4-dichlorophenyl)-5-bromo-2-nitropyrazine (20 mg, 0.057 mmol) in DMF (1 ml), (2-aminoethyl)(6-amino-5-nitro(2-pyridyl))amine (12.3 mg, 0.06 mmol) and diisopropylethyl amine (40 μl, 0.228 mmol) were added. The reaction mixture was stirred for 12 hours at 80° C. The crude mixture was concentrated in vacuo and subjected to column chromatography (5% methanol in methylene chloride) to afford the title compound as bright yellow solid.